This data is from the Open Reaction Database (ORD), a public repository of structured organic reaction records. The task is: describe an organic reaction: reactants, conditions, products, and yield The reactants are OC1CCOCC1, CC(C)OC(=O)N=NC(=O)OC(C)C, C1CCOC1, COC(=O)c1ccc(O)cc1, c1ccc(P(c2ccccc2)c2ccccc2)cc1. The product is COC(=O)c1ccc(OC2CCOCC2)cc1. Reaction SMILES: [O:12]1[CH2:13][CH2:14][CH:15]([OH:18])[CH2:16][CH2:17]1.[O:38]=[C:39]([O:40][CH:41]([CH3:42])[CH3:43])[N:44]=[N:45][C:46]([O:47][CH:48]([CH3:49])[CH3:50])=[O:51].[O:52]1[CH2:53][CH2:54][CH2:55][CH2:56]1.[OH:1][c:2]1[cH:3][cH:4][c:5]([C:6](=[O:7])[O:8][CH3:9])[cH:10][cH:11]1.[c:19]1([P:20]([c:21]2[cH:22][cH:23][cH:24][cH:25][cH:26]2)[c:27]2[cH:28][cH:29][cH:30][cH:31][cH:32]2)[cH:33][cH:34][cH:35][cH:36][cH:37]1>>[O:1]([c:2]1[cH:3][cH:4][c:5]([C:6](=[O:7])[O:8][CH3:9])[cH:10][cH:11]1)[CH:15]1[CH2:14][CH2:13][O:12][CH2:17][CH2:16]1.